From a dataset of the Open Reaction Database (ORD), a public repository of structured organic reaction records. describe an organic reaction: reactants, conditions, products, and yield The reactants are CN, CCO, CCOc1cccnc1CSCCNC(=C[N+](=O)[O-])SC. The product is CCOc1cccnc1CSCCNC(=C[N+](=O)[O-])NC. Reaction SMILES: [CH3:1][NH2:2].[CH3:24][CH2:25][OH:26].[CH3:3][S:4][C:5](=[CH:6][N+:7](=[O:8])[O-:9])[NH:10][CH2:11][CH2:12][S:13][CH2:14][c:15]1[n:16][cH:17][cH:18][cH:19][c:20]1[O:21][CH2:22][CH3:23]>>[CH3:1][NH:2][C:5](=[CH:6][N+:7](=[O:8])[O-:9])[NH:10][CH2:11][CH2:12][S:13][CH2:14][c:15]1[n:16][cH:17][cH:18][cH:19][c:20]1[O:21][CH2:22][CH3:23]. RXN SMILES: Br[C:2]1[C:11]2[C:6](=[CH:7][CH:8]=[CH:9][CH:10]=2)[CH:5]=[C:4]([NH:12][C:13]([C:15]2([C:18]3[CH:28]=[CH:27][C:21]4[O:22][C:23]([F:26])([F:25])[O:24][C:20]=4[CH:19]=3)[CH2:17][CH2:16]2)=[O:14])[N:3]=1.[OH:29][CH2:30][C:31]1[CH:36]=[CH:35][C:34](B(O)O)=[CH:33][CH:32]=1.C([O-])([O-])=O.[Na+].[Na+]>C1C=CC([P]([Pd]([P](C2C=CC=CC=2)(C2C=CC=CC=2)C2C=CC=CC=2)([P](C2C=CC=CC=2)(C2C=CC=CC=2)C2C=CC=CC=2)[P](C2C=CC=CC=2)(C2C=CC=CC=2)C2C=CC=CC=2)(C2C=CC=CC=2)C2C=CC=CC=2)=CC=1.COCCOC>[F:25][C:23]1([F:26])[O:22][C:21]2[CH:27]=[CH:28][C:18]([C:15]3([C:13]([NH:12][C:4]4[N:3]=[C:2]([C:34]5[CH:35]=[CH:36][C:31]([CH2:30][OH:29])=[CH:32][CH:33]=5)[C:11]5[C:6]([CH:5]=4)=[CH:7][CH:8]=[CH:9][CH:10]=5)=[O:14])[CH2:17][CH2:16]3)=[CH:19][C:20]=2[O:24]1 |f:2.3.4,^1:49,51,70,89|. The reactants are C(=O)([O-])[O-].[Na+].[Na+] (Na2CO3), BrC1=NC(=CC2=CC=CC=C12)NC(=O)C1(CC1)C1=CC2=C(OC(O2)(F)F)C=C1 (N-(1-Bromoisoquinolin-3-yl)-1-(2,2-difluorobenzo[d][1,3]dioxol-5-yl)cyclopropanecarboxamide), OCC1=CC=C(C=C1)B(O)O (4-(hydroxymethyl)phenylboronic acid). The product is FC1(OC2=C(O1)C=CC(=C2)C2(CC2)C(=O)NC=2N=C(C1=CC=CC=C1C2)C2=CC=C(C=C2)CO)F (1-(2,2-difluorobenzo[d][1,3]dioxol-5-yl)-N-(1-(4-(hydroxymethyl)phenyl)isoquinolin-3-yl)cyclopropanecarboxamide). Run in COCCOC (DME). The reagents and catalysts are C=1C=CC(=CC1)[P](C=2C=CC=CC2)(C=3C=CC=CC3)[Pd]([P](C=4C=CC=CC4)(C=5C=CC=CC5)C=6C=CC=CC6)([P](C=7C=CC=CC7)(C=8C=CC=CC8)C=9C=CC=CC9)[P](C=1C=CC=CC1)(C=1C=CC=CC1)C=1C=CC=CC1 (Pd(PPh3)4). Reported procedure: N-(1-Bromoisoquinolin-3-yl)-1-(2,2-difluorobenzo[d][1,3]dioxol-5-yl)cyclopropanecarboxamide (45 mg, 0.10 mmol), 4-(hydroxymethyl)phenylboronic acid (23 mg, 0.15 mmol), and Pd(PPh3)4 (6 mg, 0.005 mmol) were combined in a reaction tube. DME (1 mL) and saturated Na2CO3 aqueous solution (100 μL) were added and the reaction vial was stirred under N2 atmosphere at 80° C. overnight. The mixture was filtered and concentrated. The residue was dissolved in DMSO and purified by reverse-phase HPLC to yield ... Run at temperature 80 celsius, time 8 hour.